Dataset: the Open Reaction Database (ORD), a public repository of structured organic reaction records. Task: describe an organic reaction: reactants, conditions, products, and yield Reactants: CN(C)CCn1c(Cn2nnc3ccccc32)nc2ccccc21, CI, CC(C)=O. Product: C[N+](C)(C)CCn1c(Cn2nnc3ccccc32)nc2ccccc21, [I-]. Reaction SMILES: [CH3:1][N:2]([CH3:3])[CH2:4][CH2:5][n:6]1[c:7]([CH2:15][n:16]2[n:17][n:18][c:19]3[c:20]2[cH:21][cH:22][cH:23][cH:24]3)[n:8][c:9]2[c:10]1[cH:11][cH:12][cH:13][cH:14]2.[CH3:25][I:26].[CH3:27][C:28](=[O:29])[CH3:30]>>[CH3:1][N+:2]([CH3:3])([CH2:4][CH2:5][n:6]1[c:7]([CH2:15][n:16]2[n:17][n:18][c:19]3[c:20]2[cH:21][cH:22][cH:23][cH:24]3)[n:8][c:9]2[c:10]1[cH:11][cH:12][cH:13][cH:14]2)[CH3:25].[I-:26]. Reactants: ClCCl, [Na+], [Na+], [Na+], O=C([O-])O, CC12CCC3C(CCC4=CC(O)CCC43C)C1CCC2=O, O=C(OO)c1cccc(Cl)c1, O=S([O-])[O-]. RXN SMILES: [Cl:44][CH2:45][Cl:46].[Na+:37].[Na+:38].[Na+:43].[O-:39][C:40]([OH:41])=[O:42].[OH:1][CH:2]1[CH:3]=[C:4]2[CH2:5][CH2:6][CH:7]3[CH:8]4[CH2:9][CH2:10][C:11](=[O:21])[C:12]4([CH3:13])[CH2:14][CH2:15][CH:16]3[C:17]2([CH3:20])[CH2:18][CH2:19]1.[OH:22][O:23][C:24]([c:25]1[cH:26][c:27]([Cl:28])[cH:29][cH:30][cH:31]1)=[O:32].[S:33]([O-:34])([O-:35])=[O:36]>>[OH:1][CH:2]1[CH2:3][C:4]23[CH:5]([CH2:6][CH:7]4[CH:8]5[CH2:9][CH2:10][C:11](=[O:21])[C:12]5([CH3:13])[CH2:14][CH2:15][CH:16]4[C:17]2([CH3:20])[CH2:18][CH2:19]1)[O:22]3. The product is CC12CCC3C(CC4OC45CC(O)CCC35C)C1CCC2=O. Run in O1CCOCC1 (1,4-dioxane), O (water). Reaction SMILES: [CH3:1][C:2]1[CH:3]=[C:4]([NH:17][C:18]2[N:23]=[CH:22][CH:21]=[CH:20][N:19]=2)[CH:5]=[C:6](B2OC(C)(C)C(C)(C)O2)[CH:7]=1.Br[C:25]1[CH:26]=[N:27][N:28]([CH:30]2[CH2:33][CH:32]([C:34]([O:36][CH3:37])=[O:35])[CH2:31]2)[CH:29]=1.CC(C1C=C(C(C)C)C(C2C=CC=CC=2P(C2CCCCC2)C2CCCCC2)=C(C(C)C)C=1)C.C(=O)([O-])[O-].[Cs+].[Cs+]>O1CCOCC1.O.C1C=CC(/C=C/C(/C=C/C2C=CC=CC=2)=O)=CC=1.C1C=CC(/C=C/C(/C=C/C2C=CC=CC=2)=O)=CC=1.C1C=CC(/C=C/C(/C=C/C2C=CC=CC=2)=O)=CC=1.[Pd].[Pd]>[CH3:1][C:2]1[CH:7]=[C:6]([C:25]2[CH:26]=[N:27][N:28]([CH:30]3[CH2:33][CH:32]([C:34]([O:36][CH3:37])=[O:35])[CH2:31]3)[CH:29]=2)[CH:5]=[C:4]([NH:17][C:18]2[N:19]=[CH:20][CH:21]=[CH:22][N:23]=2)[CH:3]=1 |f:3.4.5,8.9.10.11.12|. Run at temperature 90 celsius. Reactants: CC=1C=C(C=C(C1)B1OC(C(O1)(C)C)(C)C)NC1=NC=CC=N1 (N-(3-methyl-5-(4,4,5,5-tetramethyl-1,3,2-dioxaborolan-2-yl)phenyl)pyrimidin-2-amine), BrC=1C=NN(C1)C1CC(C1)C(=O)OC (methyl 3-(4-bromo-1H-pyrazol-1-yl)cyclobutanecarboxylate), CC(C)C1=CC(=C(C(=C1)C(C)C)C2=C(C=CC=C2)P(C3CCCCC3)C4CCCCC4)C(C)C (X-phos), C([O-])([O-])=O.[Cs+].[Cs+] (cesium carbonate). The product is CC=1C=C(C=C(C1)NC1=NC=CC=N1)C=1C=NN(C1)C1CC(C1)C(=O)OC (methyl 3-(4-(3-methyl-5-(pyrimidin-2-ylamino)phenyl)-1H-pyrazol-1-yl)cyclobutanecarboxylate). Reported procedure: A mixture of N-(3-methyl-5-(4,4,5,5-tetramethyl-1,3,2-dioxaborolan-2-yl)phenyl)pyrimidin-2-amine (220 mg, 0.707 mmol), methyl 3-(4-bromo-1H-pyrazol-1-yl)cyclobutanecarboxylate (Isomer 1) (183 mg, 0.707 mmol), Pd2(dba)3 (32 mg, 0.035 mmol), X-phos (34 mg, 0.071 mmol), and cesium carbonate (691 mg, 2.12 mmol) in 1,4-dioxane (3 mL) and water (0.3 mL) was degassed via a subsurface argon sparge for 5 minutes. The mixture was then heated to 90° C. under an argon atmosphere for 2 hours. The reaction mi... The reagents and catalysts are C=1C=CC(=CC1)/C=C/C(=O)/C=C/C2=CC=CC=C2.C=1C=CC(=CC1)/C=C/C(=O)/C=C/C2=CC=CC=C2.C=1C=CC(=CC1)/C=C/C(=O)/C=C/C2=CC=CC=C2.[Pd].[Pd] (Pd2(dba)3). Reactants: [BH4-].[Na+] (Sodium borohydride), C(C1=CC=CC=C1)OC1=CC=C(C=C1)C1=NCCC2=CC=CC=C12 (1-(4-benzyloxyphenyl)-3,4-dihydroisoquinoline). The solvent is CO (MeOH). Reaction conditions: temperature 0 celsius, time 30 minute. Product: C(C1=CC=CC=C1)OC1=CC=C(C=C1)C1NCCC2=CC=CC=C12 (1-(4-Benzyloxyphenyl)-1,2,3,4-tetrahydroisoquinoline). Yield: 99.4%. Reaction SMILES: [BH4-].[Na+].[CH2:3]([O:10][C:11]1[CH:16]=[CH:15][C:14]([C:17]2[C:26]3[C:21](=[CH:22][CH:23]=[CH:24][CH:25]=3)[CH2:20][CH2:19][N:18]=2)=[CH:13][CH:12]=1)[C:4]1[CH:9]=[CH:8][CH:7]=[CH:6][CH:5]=1>CO>[CH2:3]([O:10][C:11]1[CH:16]=[CH:15][C:14]([CH:17]2[C:26]3[C:21](=[CH:22][CH:23]=[CH:24][CH:25]=3)[CH2:20][CH2:19][NH:18]2)=[CH:13][CH:12]=1)[C:4]1[CH:5]=[CH:6][CH:7]=[CH:8][CH:9]=1 |f:0.1|. Procedure details: Sodium borohydride (0.34 g, 0.89 mmol) was added in small portions to a solution of 1-(4-benzyloxyphenyl)-3,4-dihydroisoquinoline (0.139 g, 0.44 mmol) in MeOH (10 ml) at 0° C. The reaction mixture was stirred at 0° C. for 30 min, stirred at rt for 1 hr, then quenched by the dropwise addition of H2O (1.0 ml). The resulting mixture was concentrated in vacuo to remove the methanol, and the remaining aqueous layer was extracted with CHCl3 (4×10 ml). The combined extracts were dried over MgSO4 and co... Reactants: Cc1ccccc1, CC#N, COc1cccc2c(C(=O)O)cn(CC3CCCCC3)c12, O=C(Cl)C(=O)Cl, ClCCl, N#C[Cu]. Product: COc1cccc2c(C(=O)C#N)cn(CC3CCCCC3)c12. Reaction SMILES: [CH3:31][c:32]1[cH:33][cH:34][cH:35][cH:36][cH:37]1.[CH3:41][C:42]#[N:43].[CH:1]1([CH2:7][n:8]2[cH:9][c:10]([C:19](=[O:20])[OH:21])[c:11]3[cH:12][cH:13][cH:14][c:15]([O:17][CH3:18])[c:16]23)[CH2:2][CH2:3][CH2:4][CH2:5][CH2:6]1.[Cl:22][C:23]([C:24]([Cl:25])=[O:26])=[O:27].[Cl:38][CH2:39][Cl:40].[Cu:28][C:29]#[N:30]>>[CH:1]1([CH2:7][n:8]2[cH:9][c:10]([C:19](=[O:21])[C:29]#[N:30])[c:11]3[cH:12][cH:13][cH:14][c:15]([O:17][CH3:18])[c:16]23)[CH2:2][CH2:3][CH2:4][CH2:5][CH2:6]1. Reactants: C(C1=CC=CC=C1)=C(C(=O)[O-])C(=O)[O-] (benzalmalonate), [C-]#N.[K+] (potassium cyanide). Run in C(C)O (ethanol), O (water). Conditions: time 1 hour. Product: C(#N)C(CC(=O)O)C1=CC=CC=C1 (3-cyano-3-phenylpropionic acid). RXN SMILES: [CH:1](=[C:8]([C:12]([O-:14])=[O:13])C([O-])=O)[C:2]1[CH:7]=[CH:6][CH:5]=[CH:4][CH:3]=1.[C-:15]#[N:16].[K+]>C(O)C.O>[C:15]([CH:1]([C:2]1[CH:3]=[CH:4][CH:5]=[CH:6][CH:7]=1)[CH2:8][C:12]([OH:14])=[O:13])#[N:16] |f:1.2|. Procedure details: A solution of benzalmalonate (124 g., 0.5 mole) in ethanol (560 ml.) and water (240 ml.) was heated at reflux for 60 hours with potassium cyanide (45 g., 0.7 mole). The solution was cooled, concentrated to remove ethanol, and then acidified with concentrated hydrochloric acid. The product was extracted with dichloromethane, and the extracts were washed with brine, dried over anhydrous sodium sulfate, and concentrated. The residue was dissolved in ethyl acetate (500 ml.) and treated with dicycloh...